Task: describe an organic reaction: reactants, conditions, products, and yield. Dataset: the Open Reaction Database (ORD), a public repository of structured organic reaction records Product: ClC=1C2=C(N=C(N1)COC)N=C(C=C2)C2=NC=CC=C2Cl (4-chloro-7-(3-chloro-pyridin-2-yl)-2-methoxymethyl-pyrido[2,3-d]pyrimidine). The solvent is C(Cl)(Cl)Cl (CHCl3). RXN SMILES: [Cl:1][C:2]1[C:3]([C:8]2[CH:9]=[CH:10][C:11]3[C:16](=O)[NH:15][C:14]([CH2:18][O:19][CH3:20])=[N:13][C:12]=3[N:21]=2)=[N:4][CH:5]=[CH:6][CH:7]=1.N1C(C)=CC=CC=1C.O=P(Cl)(Cl)[Cl:32]>C(Cl)(Cl)Cl>[Cl:32][C:16]1[C:11]2[CH:10]=[CH:9][C:8]([C:3]3[C:2]([Cl:1])=[CH:7][CH:6]=[CH:5][N:4]=3)=[N:21][C:12]=2[N:13]=[C:14]([CH2:18][O:19][CH3:20])[N:15]=1. The reactants are ClC=1C(=NC=CC1)C=1C=CC2=C(N=C(NC2=O)COC)N1 (7-(3-chloro-pyridin-2-yl)-2-methoxymethyl-3H-pyrido[2,3-d]pyrimidin-4-one), N1=C(C=CC=C1C)C (2,6-lutidine), O=P(Cl)(Cl)Cl (POCl3). Reported procedure: Reflux a mixture of 7-(3-chloro-pyridin-2-yl)-2-methoxymethyl-3H-pyrido[2,3-d]pyrimidin-4-one (0.25 g), 2,6-lutidine (0.44 g), and POCl3 (0.51 g) in CHCl3 (5 mL) for 20 hours. Cool the mixture and concentrate under reduced pressure. Partition the residue between EtOAc and saturated NaHCO3 solution. Wash the EtOAc portion with additional NaHCO3 and then dry (Na2SO4) and concentrate under reduced pressure. Filter the brown residue through 2 inches of silica gel (1:1 EtOAc/hexanes eluent) and conce... The reactants are CN(C)CC1=C(C=C(OC2CN(C2)C(=O)OC(C)(C)C)C=C1)F (tert-Butyl 3-(4-((dimethylamino)methyl)-3-fluorophenoxy)azetidine-1-carboxylate). The solvent is solution, Cl (HCl), CO (MeOH). Reaction conditions: time 4 hour. Product: N1CC(C1)OC1=CC(=C(C=C1)CN(C)C)F (1-(4-(Azetidin-3-yloxy)-2-fluorophenyl)-N,N-dimethylmethanamine). Yield: 85.6%. RXN SMILES: [CH3:1][N:2]([CH2:4][C:5]1[CH:22]=[CH:21][C:8]([O:9][CH:10]2[CH2:13][N:12](C(OC(C)(C)C)=O)[CH2:11]2)=[CH:7][C:6]=1[F:23])[CH3:3]>Cl.CO>[NH:12]1[CH2:13][CH:10]([O:9][C:8]2[CH:21]=[CH:22][C:5]([CH2:4][N:2]([CH3:1])[CH3:3])=[C:6]([F:23])[CH:7]=2)[CH2:11]1. Procedure: Intermediate 26B (1.2 g, 3.7 mmol) was dissolved in a 4.0 M solution of HCl in MeOH (20 mL) and the reaction mixture was stirred at RT over for four hours. The mixture was concentrated and the residue was dissolved in water. The aqueous solution was basified to pH=10 with aqueous NaOH (1.0 M) and extracted with DCM (4×30 mL). The combined organic phases were filtered through a phase separator and the solvent was removed by evaporation. There was obtained 0.71 g (86%) of 26C as a colorless oil. 1... Starting materials: ice water, BrC=1C=C(CCN)C=CC1 (N-(3-bromobenzyl)methylamine), C([O-])([O-])=O.[Na+].[Na+] (sodium carbonate), CN(C=O)C (N,N-dimethylformamide), C(C)(C)(C)C1=CC=C(CBr)C=C1 (4-tert-butylbenzyl bromide), CN(C=O)C (N,N-dimethylformamide). Yields the product C(C)(C)(C)C1=CC=C(CN(C)CC2=CC(=CC=C2)Br)C=C1 (N-(4-tert-Butylbenzyl)-N-methyl-(3-bromobenzyl)amine). The yield is 68.5%. As a reaction SMILES: [Br:1][C:2]1[CH:3]=[C:4]([CH:8]=[CH:9][CH:10]=1)[CH2:5]CN.C(=O)([O-])[O-].[Na+].[Na+].[C:17]([C:21]1[CH:28]=[CH:27][C:24]([CH2:25]Br)=[CH:23][CH:22]=1)([CH3:20])([CH3:19])[CH3:18].[CH3:29][N:30](C)C=O>>[C:17]([C:21]1[CH:28]=[CH:27][C:24]([CH2:25][N:30]([CH2:5][C:4]2[CH:8]=[CH:9][CH:10]=[C:2]([Br:1])[CH:3]=2)[CH3:29])=[CH:23][CH:22]=1)([CH3:20])([CH3:19])[CH3:18] |f:1.2.3|. Procedure details: N-(3-bromobenzyl)methylamine (2.00 g; 10.0 mmol) and sodium carbonate (2.02 g; 19.0 mmol) were added to N,N-dimethylformamide (20 ml). While the mixture was stirred at room temperature, 4-tert-butylbenzyl bromide (2.16 g; 9.52 mmol) in N,N-dimethylformamide (15 ml) was added dropwise. The mixture was stirred for 30 minutes at room temperature, and the reaction was stopped by pouring the mixture into ice/water, followed by extraction with ethyl acetate (100 ml). The organic layer was washed with ... Reactants: ClC1=CC=NC2=CC(=CC=C12)CN1C([C@@H](NC(C1)C)C)=O ((3S,5RS)-1-(4-chloro-quinolin-7-ylmethyl)-3,5-dimethyl-piperazin-2-one), C([O-])([O-])=O.[K+].[K+] (Potassium carbonate), BrCC=CC=1SC(=CC1)Cl (2-(3-bromopropenyl)-5-chloro-thiophene). The solvent is CN(C)C=O (DMF). Reaction conditions: time 8 hour. Product: ClC1=CC=NC2=CC(=CC=C12)CN1C([C@@H](N([C@@H](C1)C)CC=CC=1SC(=CC1)Cl)C)=O ((3S, 5R)-1-(4-chloro-quinolin-7-ylmethyl)-4-[3-(5-chloro-thiophen-2-yl)-allyl]-3,5-dimethyl-piperazine-2-one). Isolated yield 27.1%. RXN SMILES: [Cl:1][C:2]1[C:11]2[C:6](=[CH:7][C:8]([CH2:12][N:13]3[CH2:18][CH:17]([CH3:19])[NH:16][C@@H:15]([CH3:20])[C:14]3=[O:21])=[CH:9][CH:10]=2)[N:5]=[CH:4][CH:3]=1.C(=O)([O-])[O-].[K+].[K+].Br[CH2:29][CH:30]=[CH:31][C:32]1[S:33][C:34]([Cl:37])=[CH:35][CH:36]=1>CN(C=O)C>[Cl:1][C:2]1[C:11]2[C:6](=[CH:7][C:8]([CH2:12][N:13]3[CH2:18][C@@H:17]([CH3:19])[N:16]([CH2:29][CH:30]=[CH:31][C:32]4[S:33][C:34]([Cl:37])=[CH:35][CH:36]=4)[C@@H:15]([CH3:20])[C:14]3=[O:21])=[CH:9][CH:10]=2)[N:5]=[CH:4][CH:3]=1 |f:1.2.3|. Procedure details: The crude (3S,5RS)-1-(4-chloro-quinolin-7-ylmethyl)-3,5-dimethyl-piperazin-2-one (69 mg, 0.20 mmol) obtained from above is dissolved in 1 mL of DMF. Potassium carbonate (76 mg, 0.60 mmol) is added followed by the addition of 2-(3-bromopropenyl)-5-chloro-thiophene (56 mg, 0.24 mmol). The reaction is left to stir overnight. The potassium carbonate is filtered off, and the crude material is purified. The two epimers are separated at this stage by preparative thin layer chromatography (80% EtOAc/hex... Reactants: C1=CC=CC=2CN(CC3=C(C21)C=CC=C3)C(OCC)=N (ethyl 5,7-dihydro-6H-dibenz[c,e]azepine-6-carboximidate), FC1=CC=C(C(=O)Cl)C=C1 (p-fluorobenzoyl chloride). Product: FC1=CC=C(C(=O)N=C(OCC)N2CC3=C(C4=C(C2)C=CC=C4)C=CC=C3)C=C1 (ethyl N-(p-fluorobenzoyl)-5,7-dihydro-6H-dibenz[c,e]azepine-6-carboximidate). As a reaction SMILES: [CH:1]1[C:11]2[C:10]3[CH:12]=[CH:13][CH:14]=[CH:15][C:9]=3[CH2:8][N:7]([C:16](=[NH:20])[O:17][CH2:18][CH3:19])[CH2:6][C:5]=2[CH:4]=[CH:3][CH:2]=1.[F:21][C:22]1[CH:30]=[CH:29][C:25]([C:26](Cl)=[O:27])=[CH:24][CH:23]=1>>[F:21][C:22]1[CH:30]=[CH:29][C:25]([C:26]([N:20]=[C:16]([N:7]2[CH2:6][C:5]3[CH:4]=[CH:3][CH:2]=[CH:1][C:11]=3[C:10]3[CH:12]=[CH:13][CH:14]=[CH:15][C:9]=3[CH2:8]2)[O:17][CH2:18][CH3:19])=[O:27])=[CH:24][CH:23]=1. Procedure details: starting from ethyl 5,7-dihydro-6H-dibenz[c,e]azepine-6-carboximidate and p-fluorobenzoyl chloride, there is obtained ethyl N-(p-fluorobenzoyl)-5,7-dihydro-6H-dibenz[c,e]azepine-6-carboximidate, m.p. 109°-110° C.; The reactants are CC(C)(C)OC(=O)N1CCn2c(-c3ccccc3)cc(C(N)=O)c2C1, O=C1CCC(=O)N1Cl, ClCCl. The product is CC(C)(C)OC(=O)N1CCn2c(c(C(N)=O)c(Cl)c2-c2ccccc2)C1. As a reaction SMILES: [C:1]([CH3:2])([CH3:3])([CH3:4])[O:5][C:6](=[O:7])[N:8]1[CH2:9][c:10]2[n:11]([c:14](-[c:20]3[cH:21][cH:22][cH:23][cH:24][cH:25]3)[cH:15][c:16]2[C:17]([NH2:18])=[O:19])[CH2:12][CH2:13]1.[Cl:26][N:27]1[C:28](=[O:29])[CH2:30][CH2:31][C:32]1=[O:33].[Cl:34][CH2:35][Cl:36]>>[C:1]([CH3:2])([CH3:3])([CH3:4])[O:5][C:6](=[O:7])[N:8]1[CH2:9][c:10]2[n:11]([c:14](-[c:20]3[cH:21][cH:22][cH:23][cH:24][cH:25]3)[c:15]([Cl:26])[c:16]2[C:17]([NH2:18])=[O:19])[CH2:12][CH2:13]1. Starting materials: FC(S(=O)(=O)OC1=C(C=C2OC=3C=CC(=CC3[C@]3(C2=C1)N=C(OC3)N)C#CC(C)(C)O)F)(F)F ((R)-2-amino-6′-fluoro-2′-(3-hydroxy-3-methylbut-1-ynyl)-5H-spiro[oxazole-4,9′-xanthene]-7′-yl trifluoromethanesulfonate), N1=CN=CC(=C1)B(O)O (pyrimidin-5-ylboronic acid), C([O-])([O-])=O.[K+].[K+] (potassium carbonate), O (water). Reagents/catalysts: C=1C=CC(=CC1)[P](C=2C=CC=CC2)(C=3C=CC=CC3)[Pd]([P](C=4C=CC=CC4)(C=5C=CC=CC5)C=6C=CC=CC6)([P](C=7C=CC=CC7)(C=8C=CC=CC8)C=9C=CC=CC9)[P](C=1C=CC=CC1)(C=1C=CC=CC1)C=1C=CC=CC1 (Pd(PPh3)4). Solvent: O1CCOCC1 (dioxane), CCOC(=O)C (EtOAc). Run at temperature 100 celsius. Yields the product NC=1OC[C@]2(C3=CC(=CC=C3OC=3C=C(C(=CC23)C=2C=NC=NC2)F)C#CC(C)(O)C)N1 ((R)-4-(2-amino-3′-fluoro-2′-(pyrimidin-5-yl)-5H-spiro[oxazole-4,9′-xanthene]-7′-yl)-2-methylbut-3-yn-2-ol). Reaction SMILES: FC(F)(F)S(O[C:7]1[CH:20]=[C:19]2[C:10]([O:11][C:12]3[CH:13]=[CH:14][C:15]([C:26]#[C:27][C:28]([OH:31])([CH3:30])[CH3:29])=[CH:16][C:17]=3[C@@:18]32[CH2:24][O:23][C:22]([NH2:25])=[N:21]3)=[CH:9][C:8]=1[F:32])(=O)=O.[N:35]1[CH:40]=[C:39](B(O)O)[CH:38]=[N:37][CH:36]=1.C(=O)([O-])[O-].[K+].[K+].O>O1CCOCC1.CCOC(C)=O.C1C=CC([P]([Pd]([P](C2C=CC=CC=2)(C2C=CC=CC=2)C2C=CC=CC=2)([P](C2C=CC=CC=2)(C2C=CC=CC=2)C2C=CC=CC=2)[P](C2C=CC=CC=2)(C2C=CC=CC=2)C2C=CC=CC=2)(C2C=CC=CC=2)C2C=CC=CC=2)=CC=1>[NH2:25][C:22]1[O:23][CH2:24][C@:18]2([N:21]=1)[C:19]1[CH:20]=[C:7]([C:39]3[CH:40]=[N:35][CH:36]=[N:37][CH:38]=3)[C:8]([F:32])=[CH:9][C:10]=1[O:11][C:12]1[C:17]2=[CH:16][C:15]([C:26]#[C:27][C:28]([CH3:29])([OH:31])[CH3:30])=[CH:14][CH:13]=1 |f:2.3.4,^1:66,68,87,106|. Procedure details: A solution of (R)-2-amino-6′-fluoro-2′-(3-hydroxy-3-methylbut-1-ynyl)-5H-spiro[oxazole-4,9′-xanthene]-7′-yl trifluoromethanesulfonate (0.317 g, 0.633 mmol), pyrimidin-5-ylboronic acid (0.157 g, 1.267 mmol), Pd(PPh3)4 (0.037 g, 0.032 mmol), and potassium carbonate (0.438 g, 3.17 mmol) in 1.5 mL dioxane was treated with 0.5 mL water and was heated to 100° C. overnight. The reaction mixture was cooled to rt and diluted with EtOAc. The layers were separated and the organic layer was dried over MgSO4... The reactants are CCCOC1C=CC(=O)N1, CCCCCC, C1CCOC1, O=S(=O)(Cl)c1ccccc1. The product is CCCOC1C=CC(=O)N1S(=O)(=O)c1ccccc1. Reaction SMILES: [CH2:1]([CH2:2][CH3:3])[O:4][CH:5]1[CH:6]=[CH:7][C:8](=[O:10])[NH:9]1.[CH3:26][CH2:27][CH2:28][CH2:29][CH2:30][CH3:31].[O:21]1[CH2:22][CH2:23][CH2:24][CH2:25]1.[c:11]1([S:17](=[O:18])(=[O:19])[Cl:20])[cH:12][cH:13][cH:14][cH:15][cH:16]1>>[CH2:1]([CH2:2][CH3:3])[O:4][CH:5]1[CH:6]=[CH:7][C:8](=[O:10])[N:9]1[S:17]([c:11]1[cH:12][cH:13][cH:14][cH:15][cH:16]1)(=[O:18])=[O:19].